This data is from the Open Reaction Database (ORD), a public repository of structured organic reaction records. The task is: describe an organic reaction: reactants, conditions, products, and yield Starting materials: BrCCOC1CCCCO1, O=C([O-])[O-], CCc1c(OCc2ccccc2)cc(OCc2ccccc2)c(-c2ccccc2)c1Cc1n[nH]c(=O)o1, CCc1c(OCc2ccccc2)cc(OCc2ccccc2)c(-c2ccccc2)c1Cc1nn(CCOC2CCCCO2)c(=O)o1, CO, CN(C)C=O, Cl, [K+], [K+], [Na+], O=C([O-])O. Yields the product CCc1c(OCc2ccccc2)cc(OCc2ccccc2)c(-c2ccccc2)c1Cc1nn(CCO)c(=O)o1. Reaction SMILES: [Br:44][CH2:45][CH2:46][O:47][CH:48]1[CH2:49][CH2:50][CH2:51][CH2:52][O:53]1.[C:38](=[O:39])([O-:40])[O-:41].[CH2:1]([O:2][c:3]1[c:4]([CH2:5][CH3:6])[c:7]([CH2:8][c:9]2[o:10][c:11](=[O:12])[nH:13][n:14]2)[c:15](-[c:16]2[cH:17][cH:18][cH:19][cH:20][cH:21]2)[c:22]([O:23][CH2:24][c:25]2[cH:26][cH:27][cH:28][cH:29][cH:30]2)[cH:31]1)[c:32]1[cH:33][cH:34][cH:35][cH:36][cH:37]1.[CH2:54]([c:55]1[cH:56][cH:57][cH:58][cH:59][cH:60]1)[O:61][c:62]1[c:63]([CH2:98][CH3:99])[c:64]([CH2:82][c:83]2[n:84][n:85]([CH2:89][CH2:90][O:91][CH:92]3[CH2:93][CH2:94][CH2:95][CH2:96][O:97]3)[c:86](=[O:88])[o:87]2)[c:65](-[c:76]2[cH:77][cH:78][cH:79][cH:80][cH:81]2)[c:66]([O:68][CH2:69][c:70]2[cH:71][cH:72][cH:73][cH:74][cH:75]2)[cH:67]1.[CH3:106][OH:107].[CH3:108][N:109]([CH3:110])[CH:111]=[O:112].[ClH:100].[K+:42].[K+:43].[Na+:101].[OH:102][C:103](=[O:104])[O-:105]>>[CH2:54]([c:55]1[cH:56][cH:57][cH:58][cH:59][cH:60]1)[O:61][c:62]1[c:63]([CH2:98][CH3:99])[c:64]([CH2:82][c:83]2[n:84][n:85]([CH2:89][CH2:90][OH:91])[c:86](=[O:88])[o:87]2)[c:65](-[c:76]2[cH:77][cH:78][cH:79][cH:80][cH:81]2)[c:66]([O:68][CH2:69][c:70]2[cH:71][cH:72][cH:73][cH:74][cH:75]2)[cH:67]1. Reactants: ClCCl, O=[Cr](=O)([O-])Cl, C#CCCC(=O)NCC(O)c1ccccc1, c1cc[nH+]cc1. Yields the product C#CCCC(=O)NCC(=O)c1ccccc1. As a reaction SMILES: [Cl:28][CH2:29][Cl:30].[O:17]=[Cr:18]([Cl:19])([O-:20])=[O:21].[OH:1][CH:2]([CH2:3][NH:4][C:5]([CH2:6][CH2:7][C:8]#[CH:9])=[O:10])[c:11]1[cH:12][cH:13][cH:14][cH:15][cH:16]1.[nH+:22]1[cH:23][cH:24][cH:25][cH:26][cH:27]1>>[O:1]=[C:2]([CH2:3][NH:4][C:5]([CH2:6][CH2:7][C:8]#[CH:9])=[O:10])[c:11]1[cH:12][cH:13][cH:14][cH:15][cH:16]1. The reactants are ClC1=C(C=C(C=C1OC)Cl)S (2,5-dichloro-3-methoxybenzenethiol), CN(C)C=O (DMF), C(=O)([O-])[O-].[K+].[K+] (K2CO3), ClCC(CC(=O)OC)=O (methyl 4-chloro-3-oxobutanoate). The solvent is O (water). Conditions: time 2 hour. The product is ClC1=C(C=C(C=C1OC)Cl)SCC(CC(=O)OC)=O (Methyl 4-((2,5-dichloro-3-methoxyphenyl)sulfanyl)-3-oxobutanoate). RXN SMILES: [Cl:1][C:2]1[C:7]([O:8][CH3:9])=[CH:6][C:5]([Cl:10])=[CH:4][C:3]=1[SH:11].CN(C=O)C.C([O-])([O-])=O.[K+].[K+].Cl[CH2:24][C:25](=[O:31])[CH2:26][C:27]([O:29][CH3:30])=[O:28]>O>[Cl:1][C:2]1[C:7]([O:8][CH3:9])=[CH:6][C:5]([Cl:10])=[CH:4][C:3]=1[S:11][CH2:24][C:25](=[O:31])[CH2:26][C:27]([O:29][CH3:30])=[O:28] |f:2.3.4|. Reported procedure: To a mixture of 2,5-dichloro-3-methoxybenzenethiol (2.36 g) and DMF (dry) (60 mL) were added K2CO3 (1.72 g) and methyl 4-chloro-3-oxobutanoate (1.46 mL) at 0° C. The mixture was stirred at room temperature for 2 h. The mixture was diluted with water and extracted with EtOAc. The organic layer was washed successively with water and brine, dried over MgSO4, and concentrated in vacuo. The residue was purified by silica gel column chromatography (EtOAc/hexane) to give the title compound (3.37 g). The reactants are ClC=1SC(=CC1C1CC(CC(C1)=O)=O)Cl (5-(2,5-dichlorothiophen-3-yl)cyclohexane-1,3-dione), C(C)(=O)[O-].[NH4+] (ammonium acetate). The solvent is C(C)O (ethanol). Yields the product NC1=CC(CC(C1)C1=C(SC(=C1)Cl)Cl)=O (1-amino-5-(2,5-dichlorothiophen-3-yl)cyclohexen-3-one). Yield: 96.3%. Reaction SMILES: [Cl:1][C:2]1[S:3][C:4]([Cl:15])=[CH:5][C:6]=1[CH:7]1[CH2:12][C:11](=O)[CH2:10][C:9](=[O:14])[CH2:8]1.C([O-])(=O)C.[NH4+:20]>C(O)C>[NH2:20][C:11]1[CH2:12][CH:7]([C:6]2[CH:5]=[C:4]([Cl:15])[S:3][C:2]=2[Cl:1])[CH2:8][C:9](=[O:14])[CH:10]=1 |f:1.2|. Procedure details: A solution of 5-(2,5-dichlorothiophen-3-yl)cyclohexane-1,3-dione (42.0 g) and ammonium acetate (36.9 g) in ethanol (840 ml) was refluxed for 12 hours. Under reduced pressure, the solvent was evaporated, and to the residue was added water. The crystals were filtered, washed with toluene and dried to give 1-amino-5-(2,5-dichlorothiophen-3-yl)cyclohexen-3-one (40.3 g). To a solution of 1-amino-5-(2,5-dichlorothiophen-3-yl)cyclohexen-3-one (37.0 g) in ethanol (700 ml) and toluene (1400 ml) were adde... Reactants: C1(=CC=C(C=C1)S(=O)(=O)Cl)C (p-toluenesulfonyl chloride), C(=O)(OCC1=CC=CC=C1)NCCCC[C@H](N)C(=O)O (Nε -Carbobenzyloxy-L-lysine), Cl (HCl). The solvent is [OH-].[Na+] (NaOH), [OH-].[Na+] (NaOH), O1CCOCC1 (dioxane), C(C)(=O)OCC (ethyl acetate). Reaction conditions: temperature 0 celsius, time 15 minute. The product is CC1=CC=C(C=C1)S(=O)(=O)NC(C(=O)O)CCCCNC(=O)OCC1=CC=CC=C1 (2-[[(4-methylphenyl)sulfonyl]amino]-6-[[(phenylmethoxy)carbonyl]amino]hexanoic acid). Isolated yield 81024.5%. RXN SMILES: [C:1]([NH:11][CH2:12][CH2:13][CH2:14][CH2:15][C@@H:16]([C:18]([OH:20])=[O:19])[NH2:17])([O:3][CH2:4][C:5]1[CH:10]=[CH:9][CH:8]=[CH:7][CH:6]=1)=[O:2].[C:21]1([CH3:31])[CH:26]=[CH:25][C:24]([S:27](Cl)(=[O:29])=[O:28])=[CH:23][CH:22]=1.Cl>[OH-].[Na+].O1CCOCC1.C(OCC)(=O)C>[CH3:31][C:21]1[CH:26]=[CH:25][C:24]([S:27]([NH:17][CH:16]([CH2:15][CH2:14][CH2:13][CH2:12][NH:11][C:1]([O:3][CH2:4][C:5]2[CH:10]=[CH:9][CH:8]=[CH:7][CH:6]=2)=[O:2])[C:18]([OH:20])=[O:19])(=[O:29])=[O:28])=[CH:23][CH:22]=1 |f:3.4|. Procedure: Nε -Carbobenzyloxy-L-lysine (30.0 g, 0.107 mmol) was dissolved in a solution of 2N NaOH (60 mL) and dioxane (150 mL) under nitrogen. After about 15 minutes at room temperature, the mixture was cooled to about 0° C. and subsequently treated with additional 2N NaOH (60 mL) and p-toluenesulfonyl chloride (20.4 g, 0.107 mmol) in 5 g portions over about 15 minutes. The mixture was stirred at about 0° C. for about 1 hour and at room temperature for about 18 hours before it was neutralized to pH 6 with... Starting materials: CCOC(=O)c1nnsc1Nc1ccccc1, C1CCOC1, C1CCCCC1, [Li]CCCC, NCCN1CCOCC1. Yields the product O=C(NCCN1CCOCC1)c1nnsc1Nc1ccccc1. Reaction SMILES: [CH2:15]([O:17][C:18](=[O:16])[c:20]1[n:21][n:22][s:23][c:24]1[NH:25][c:26]1[cH:27][cH:28][cH:29][cH:30][cH:31]1)[CH3:19].[CH2:32]1[O:33][CH2:34][CH2:35][CH2:36]1.[CH2:37]1[CH2:38][CH2:39][CH2:40][CH2:41][CH2:42]1.[CH3:10][CH2:11][CH2:12][CH2:13][Li:14].[NH2:1][CH2:2][CH2:3][N:4]1[CH2:5][CH2:6][O:7][CH2:8][CH2:9]1>>[NH:1]([CH2:2][CH2:3][N:4]1[CH2:5][CH2:6][O:7][CH2:8][CH2:9]1)[C:18](=[O:17])[c:20]1[n:21][n:22][s:23][c:24]1[NH:25][c:26]1[cH:27][cH:28][cH:29][cH:30][cH:31]1. Starting materials: C=C(Cc1cc(-c2ccccc2)nnc1Br)C(=O)OC(C)(C)C, CC(C)O, NCc1ccccc1. Yields the product CC(C)(C)OC(=O)C1Cc2cc(-c3ccccc3)nnc2N(Cc2ccccc2)C1. As a reaction SMILES: [Br:1][c:2]1[n:3][n:4][c:5](-[c:18]2[cH:19][cH:20][cH:21][cH:22][cH:23]2)[cH:6][c:7]1[CH2:8][C:9]([C:10](=[O:11])[O:12][C:13]([CH3:14])([CH3:15])[CH3:16])=[CH2:17].[CH:32]([OH:33])([CH3:34])[CH3:35].[NH2:24][CH2:25][c:26]1[cH:27][cH:28][cH:29][cH:30][cH:31]1>>[c:2]12[n:3][n:4][c:5](-[c:18]3[cH:19][cH:20][cH:21][cH:22][cH:23]3)[cH:6][c:7]1[CH2:8][CH:9]([C:10](=[O:11])[O:12][C:13]([CH3:14])([CH3:15])[CH3:16])[CH2:17][N:24]2[CH2:25][c:26]1[cH:27][cH:28][cH:29][cH:30][cH:31]1. Reactants: Cc1ccc2oc(=O)n(Cc3cccc(-c4ncc(N5CCN(C(=O)OC(C)(C)C)CC5)cn4)c3)c2n1, CC#N, Cl, C1COCCO1. Yields the product Cc1ccc2oc(=O)n(Cc3cccc(-c4ncc(N5CCNCC5)cn4)c3)c2n1. Reaction SMILES: [CH3:1][c:2]1[cH:3][cH:4][c:5]2[c:6]([n:7]1)[n:8]([CH2:12][c:13]1[cH:14][c:15](-[c:19]3[n:20][cH:21][c:22]([N:25]4[CH2:26][CH2:27][N:28]([C:31]([O:32][C:33]([CH3:34])([CH3:35])[CH3:36])=[O:37])[CH2:29][CH2:30]4)[cH:23][n:24]3)[cH:16][cH:17][cH:18]1)[c:9](=[O:11])[o:10]2.[CH3:39][C:40]#[N:41].[ClH:38].[O:42]1[CH2:43][CH2:44][O:45][CH2:46][CH2:47]1>>[CH3:1][c:2]1[cH:3][cH:4][c:5]2[c:6]([n:7]1)[n:8]([CH2:12][c:13]1[cH:14][c:15](-[c:19]3[n:20][cH:21][c:22]([N:25]4[CH2:26][CH2:27][NH:28][CH2:29][CH2:30]4)[cH:23][n:24]3)[cH:16][cH:17][cH:18]1)[c:9](=[O:11])[o:10]2.